From a dataset of the Open Reaction Database (ORD), a public repository of structured organic reaction records. describe an organic reaction: reactants, conditions, products, and yield The reactants are O.NN (hydrazine hydrate), [OH-].[Na+] (sodium hydroxide), COC1=CC=C(C=C1)CC(=O)N (2-(4-methoxyphenyl)acetamide), COC(N(C)C)OC (N,N-dimethylformamide dimethyl acetal). Run in CC(=O)O (AcOH). Reaction conditions: temperature 90 celsius. Yields the product COC1=CC=C(CC2=NNC=N2)C=C1 (3-(4-methoxybenzyl)-1H-1,2,4-triazole). As a reaction SMILES: [CH3:1][O:2][C:3]1[CH:8]=[CH:7][C:6]([CH2:9][C:10]([NH2:12])=O)=[CH:5][CH:4]=1.COC(OC)[N:16]([CH3:18])C.O.[NH2:22]N.[OH-].[Na+]>CC(O)=O>[CH3:1][O:2][C:3]1[CH:8]=[CH:7][C:6]([CH2:9][C:10]2[N:12]=[CH:18][NH:16][N:22]=2)=[CH:5][CH:4]=1 |f:2.3,4.5|. Procedure: A mixture of 2-(4-methoxyphenyl)acetamide (1.51 g, 9.14 mmol) and N,N-dimethylformamide dimethyl acetal (6 ml, 45.0 mmol) in a r.b.f, equipped with a Dean-Stark trap was placed in a 120° C. bath (turned to solution once heated) for 1.5 hours. The reaction was cooled and concentrated, then, added AcOH (18 ml), hydrazine hydrate (0.611 ml, 10.06 mmol), and heated at 90° C. for 1.5 hours. After cooling to RT, added 2M aqueous sodium hydroxide and extracted 3 times with ethyl acetate. The combined o...